The task is: describe an organic reaction: reactants, conditions, products, and yield. This data is from the Open Reaction Database (ORD), a public repository of structured organic reaction records. Reactants: C(CCC)OC(C(=O)N(C)C)C (2-butoxy-N,N-dimethylpropanamide), C(CCC)OC(C(=O)O)C (2-butoxypropionic acid), CNC (dimethylamine), C(CC)[C@@H]1CC[C@H](CC1)C1=CC=C(C=C1)[Mg]Br (4-(trans-4'-propylcyclohexyl)phenylmagnesium bromide), Example 3 ( 1 ). The solvent is C1CCOC1 (THF). Product: C(CCC)OC(C(=O)O)C (2-butoxypropionic acid), C(CCC)OC(C)C(=O)C1=CC=CC=C1 (phenyl (1-butoxyethyl) ketone). Reaction SMILES: [CH2:1]([O:5][CH:6]([CH3:12])[C:7](N(C)C)=[O:8])[CH2:2][CH2:3][CH3:4].[CH2:13]([O:17][CH:18]([CH3:22])[C:19]([OH:21])=[O:20])[CH2:14][CH2:15][CH3:16].CNC.C([C@H:29]1[CH2:34][CH2:33][C@H:32](C2C=CC([Mg]Br)=CC=2)[CH2:31][CH2:30]1)CC>C1COCC1>[CH2:13]([O:17][CH:18]([CH3:22])[C:19]([OH:21])=[O:20])[CH2:14][CH2:15][CH3:16].[CH2:1]([O:5][CH:6]([C:7]([C:29]1[CH:34]=[CH:33][CH:32]=[CH:31][CH:30]=1)=[O:8])[CH3:12])[CH2:2][CH2:3][CH3:4]. Procedure details: To (R) 2-butoxy-N,N-dimethylpropanamide prepared from (R) 2-butoxypropionic acid and dimethylamine, a solution of 4-(trans-4'-propylcyclohexyl)phenylmagnesium bromide in THF is dropped. They are reacted and purified in the same manner as in Example 3 (1) to obtain (R) 4-trans-4'-propylcyclohexyl)phenyl (1-butoxyethyl) ketone.